describe an organic reaction: reactants, conditions, products, and yield From a dataset of the Open Reaction Database (ORD), a public repository of structured organic reaction records. Reactants: O(C1=CC=CC=C1)C=1C=C(C=CC1)Br (3-phenoxyphenyl bromide), [Mg] (magnesium), C(C)(=O)OCC(=CC1(CC1)C1=CC2=C(C=C1)OCO2)F (1-(3-Acetoxy-2-fluoroprop-1-enyl)-1-(3,4-methylenedioxyphenyl)cyclopropane), Grignard reagent. Solvent: O1CCCC1 (tetrahydrofuran). Yields the product FC(=CC1(CC1)C1=CC2=C(C=C1)OCO2)CC2=CC(=CC=C2)OC2=CC=CC=C2 (1-(2-fluoro-3-(3-phenoxyphenyl)prop-1-enyl)-1-(3,4-methylenedioxyphenyl)cyclopropane). Isolated yield 18.4%. As a reaction SMILES: [O:1]([C:8]1[CH:9]=[C:10](Br)[CH:11]=[CH:12][CH:13]=1)[C:2]1[CH:7]=[CH:6][CH:5]=[CH:4][CH:3]=1.[Mg].C(O[CH2:20][C:21]([F:35])=[CH:22][C:23]1([C:26]2[CH:31]=[CH:30][C:29]3[O:32][CH2:33][O:34][C:28]=3[CH:27]=2)[CH2:25][CH2:24]1)(=O)C>O1CCCC1>[F:35][C:21]([CH2:20][C:10]1[CH:11]=[CH:12][CH:13]=[C:8]([O:1][C:2]2[CH:7]=[CH:6][CH:5]=[CH:4][CH:3]=2)[CH:9]=1)=[CH:22][C:23]1([C:26]2[CH:31]=[CH:30][C:29]3[O:32][CH2:33][O:34][C:28]=3[CH:27]=2)[CH2:25][CH2:24]1. Procedure details: The method of Example 25 was repeated using a Grignard reagent, prepared from 3-phenoxyphenyl bromide (0.40 g), tetrahydrofuran (2 ml) and magnesium (30 mg) and 1-(3-acetoxy-2-fluoroprop-1-enyl)-1-(3,4-methylene-dioxyphenyl)cyclopropane (Example 22) (0.32 g). The residue after evaporation was purified by preparative thin layer chromatography (solvent: diethyl ether/hexane; 5:95) to afford 1-(2-fluoro-3-(3-phenoxyphenyl)prop-1-enyl)-1-(3,4-methylenedioxyphenyl)cyclopropane (82 mg, 19%). Procedure: The title compound (12 mg, 28.6%) was synthesized from 2-(1,3-dihydroxypropan-2-yloxy)isoindoline-1,3-dione (intermediate B) (152 mg, 0.643 mmol, isomer mixture), hydrazine monohydrate (14 mg, 0.27 mmol) and 1-(3-(quinolin-6-ylmethyl)-[1,2,4]triazolo[4,3-b]pyridazin-6-yl)ethanone (41.2) (30 mg, 0.11 mmol) using the same procedure as described in the synthesis of example 44. After purification by HPLC (acidic with 0.05% TFA, then neutralized to basic), the title compound was obtained as a white s... Isolated yield 27.8%. The reactants are OCC(CO)ON1C(C2=CC=CC=C2C1=O)=O (2-(1,3-dihydroxypropan-2-yloxy)isoindoline-1,3-dione), OCC(CO)ON1C(C2=CC=CC=C2C1=O)=O (2-(1,3-dihydroxypropan-2-yloxy)isoindoline-1,3-dione), O.NN (hydrazine monohydrate), N1=CC=CC2=CC(=CC=C12)CC1=NN=C2N1N=C(C=C2)C(C)=O (1-(3-(Quinolin-6-ylmethyl)-[1,2,4]triazolo[4,3-b]pyridazin-6-yl)ethanone). Yields the product OCC(CO)O\N=C(/C)\C=1C=CC=2N(N1)C(=NN2)CC=2C=C1C=CC=NC1=CC2 ((E)-1-(3-(Quinolin-6-ylmethyl)-[1,2,4]triazolo[4,3-b]pyridazin-6-yl)ethanone O-1,3-dihydroxypropan-2-yl oxime). Reaction SMILES: [OH:1][CH2:2][CH:3]([O:6][N:7]1C(=O)C2[C:9](=CC=CC=2)[C:8]1=O)[CH2:4][OH:5].O.NN.[N:21]1[C:30]2[C:25](=[CH:26][C:27]([CH2:31][C:32]3[N:36]4[N:37]=[C:38](C(=O)C)[CH:39]=[CH:40][C:35]4=[N:34][N:33]=3)=[CH:28][CH:29]=2)[CH:24]=[CH:23][CH:22]=1>>[OH:1][CH2:2][CH:3]([O:6]/[N:7]=[C:8](/[C:35]1[CH:40]=[CH:39][C:38]2[N:33]([C:32]([CH2:31][C:27]3[CH:26]=[C:25]4[C:30](=[CH:29][CH:28]=3)[N:21]=[CH:22][CH:23]=[CH:24]4)=[N:36][N:37]=2)[N:34]=1)\[CH3:9])[CH2:4][OH:5] |f:1.2|. Reactants: ClC1=NC=C(C(=N1)NC1=CC2=C(C=C1)OCCO2)F (2-chloro-N4-(3,4-ethylenedioxyphenyl)-5-fluoro-4-pyrimidineamine), COC1=CC=C(CN)C=C1 (4-methoxybenzylamine). Yields the product C1OC=2C=C(C=CC2OC1)NC1=NC(=NC=C1F)NCC1=CC=C(C=C1)OC (N4-(3,4-ethylenedioxyphenyl)-5-fluoro-N2-(4-methoxybenzyl)-2,4-pyrimidinediamine). RXN SMILES: Cl[C:2]1[N:7]=[C:6]([NH:8][C:9]2[CH:14]=[CH:13][C:12]3[O:15][CH2:16][CH2:17][O:18][C:11]=3[CH:10]=2)[C:5]([F:19])=[CH:4][N:3]=1.[CH3:20][O:21][C:22]1[CH:29]=[CH:28][C:25]([CH2:26][NH2:27])=[CH:24][CH:23]=1>>[CH2:17]1[CH2:16][O:15][C:12]2[CH:13]=[CH:14][C:9]([NH:8][C:6]3[C:5]([F:19])=[CH:4][N:3]=[C:2]([NH:27][CH2:26][C:25]4[CH:28]=[CH:29][C:22]([O:21][CH3:20])=[CH:23][CH:24]=4)[N:7]=3)=[CH:10][C:11]=2[O:18]1. Reported procedure: In like manner to the preparation of N4-(3,4-ethylenedioxyphenyl)-5-fluoro-N2-(3-hydroxyphenyl)-2,4-pyrimidinediamine, 2-chloro-N4-(3,4-ethylenedioxyphenyl)-5-fluoro-4-pyrimidineamine and 4-methoxybenzylamine were reacted to yield N4-(3,4-ethylenedioxyphenyl)-5-fluoro-N2-(4-methoxybenzyl)-2,4-pyrimidinediamine. 1H NMR (CDCl3): δ 7.81 (d, 1H, J=2.7 Hz), 7.27 (m, 3H), 6.86 (m, 3H), 6.52 (s, 1H), 5.14 (s, 1H), 4.46 (d, 2H, J=5.4 Hz), 4.24 (s, 4H), 3.78 (s, 3H); LCMS: ret. time: 23.06 min.; purity: ... Reactants: COC1=C(C=CC=C1)CC(CC(=O)O)C (4-(2-methoxyphenyl)-3-methylbutyric acid), C(C(=O)Cl)(=O)Cl (oxalyl chloride). The solvent is ClCCl (dichloromethane). Reaction conditions: time 1 hour. The product is COC1=C(C=CC=C1)CC(CC(=O)Cl)C (4-(2-methoxyphenyl)-3-methyl-butyryl chloride). Reaction SMILES: [CH3:1][O:2][C:3]1[CH:8]=[CH:7][CH:6]=[CH:5][C:4]=1[CH2:9][CH:10]([CH3:15])[CH2:11][C:12](O)=[O:13].C(Cl)(=O)C([Cl:19])=O>ClCCl>[CH3:1][O:2][C:3]1[CH:8]=[CH:7][CH:6]=[CH:5][C:4]=1[CH2:9][CH:10]([CH3:15])[CH2:11][C:12]([Cl:19])=[O:13]. Procedure details: To a solution of 4-(2-methoxyphenyl)-3-methylbutyric acid (24 mmol, crude from previous reaction) in dichloromethane (36 mL) was added oxalyl chloride (2 M in DCM, 36 mL). The reaction was stirred for 1 h at room temperature. All volatiles were removed in vacuo and the crude residue used without further purification. Reactants: O=C(O)Cc1ccc(C(F)(F)F)cc1, NCc1ccccc1. The reagents and catalysts are [B-](F)(F)(F)F.CN(C)C(=[N+](C)C)ON1C2=CC=CC=C2N=N1 (TBTU), CCN(C(C)C)C(C)C (DIPEA). Run in CN(C)C=O (DMF), CN(C)C=O (DMF), CN(C)C=O (DMF), CN(C)C=O (DMF), CN(C)C=O (DMF), CN(C)C=O (DMF). Reaction conditions: temperature 25 celsius, time 2 hour. Product: O=C(Cc1ccc(C(F)(F)F)cc1)NCc1ccccc1. Isolated yield 83.9%. RXN SMILES: NCc1ccccc1.O=C(O)Cc1ccc(C(F)(F)F)cc1.[B-](F)(F)(F)F.CN(C)C(=[N+](C)C)ON1C2=CC=CC=C2N=N1.CCN(C(C)C)C(C)C.CN(C)C=O>>O=C(Cc1ccc(C(F)(F)F)cc1)NCc1ccccc1. Run in CN(C)C=O (DMF). Reported procedure: A mixture of 0.03 m of p-(trans-4-pentylcyclohexyl)-benzyl bromide (obtainable from p-(trans-4-pentylcyclohexyl)-benzoic acid), 0.03 m of p-(trifluoromethyl)-phenol, 0.03 m of potassium carbonate and 40 ml of DMF are warmed to 120° while stirring under the exclusion of air and, after cooling, worked up as usual. p-(Trifluoromethyl)-phenyl p-(trans-4-pentylcyclohexyl)benzyl ether is obtained. Reaction SMILES: [CH2:1]([C@H:6]1[CH2:11][CH2:10][C@H:9]([C:12]2[CH:19]=[CH:18][C:15]([CH2:16]Br)=[CH:14][CH:13]=2)[CH2:8][CH2:7]1)[CH2:2][CH2:3][CH2:4][CH3:5].[F:20][C:21]([F:30])([F:29])[C:22]1[CH:27]=[CH:26][C:25]([OH:28])=[CH:24][CH:23]=1.C(=O)([O-])[O-].[K+].[K+]>CN(C=O)C>[CH2:1]([C@H:6]1[CH2:11][CH2:10][C@H:9]([C:12]2[CH:19]=[CH:18][C:15]([CH2:16][O:28][C:25]3[CH:26]=[CH:27][C:22]([C:21]([F:20])([F:29])[F:30])=[CH:23][CH:24]=3)=[CH:14][CH:13]=2)[CH2:8][CH2:7]1)[CH2:2][CH2:3][CH2:4][CH3:5] |f:2.3.4|. Yields the product C(CCCC)[C@@H]1CC[C@H](CC1)C1=CC=C(COC2=CC=C(C=C2)C(F)(F)F)C=C1 (p-(Trifluoromethyl)-phenyl p-(trans-4-pentylcyclohexyl)benzyl ether). Starting materials: C(CCCC)[C@@H]1CC[C@H](CC1)C1=CC=C(CBr)C=C1 (p-(trans-4-pentylcyclohexyl)-benzyl bromide), FC(C1=CC=C(C=C1)O)(F)F (p-(trifluoromethyl)-phenol), C([O-])([O-])=O.[K+].[K+] (potassium carbonate). Reactants: CCO, CC(=O)c1ccccc1[N+](=O)[O-], NN, O, O. The product is CC(=NN)c1ccccc1[N+](=O)[O-]. As a reaction SMILES: [CH3:17][CH2:18][OH:19].[N+:1](=[O:2])([O-:3])[c:4]1[c:5]([C:10]([CH3:11])=[O:12])[cH:6][cH:7][cH:8][cH:9]1.[NH2:14][NH2:15].[OH2:13].[OH2:16]>>[N+:1](=[O:2])([O-:3])[c:4]1[c:5]([C:10]([CH3:11])=[N:14][NH2:15])[cH:6][cH:7][cH:8][cH:9]1.